From a dataset of the Open Reaction Database (ORD), a public repository of structured organic reaction records. describe an organic reaction: reactants, conditions, products, and yield The reactants are CNC(NN)=S (4-methyl-thiosemicarbazide), C1=C(C=CC2=CC=CC=C12)C(=O)Cl (2-naphthoyl chloride). The solvent is N1=CC=CC=C1 (pyridine). Conditions: time 8 hour. The product is CNC(NNC(=O)C1=CC2=CC=CC=C2C=C1)=S (4-Methyl-1-(2-naphthoyl)thiosemicarbazide). Reaction SMILES: [CH3:1][NH:2][C:3](=[S:6])[NH:4][NH2:5].[CH:7]1[C:16]2[C:11](=[CH:12][CH:13]=[CH:14][CH:15]=2)[CH:10]=[CH:9][C:8]=1[C:17](Cl)=[O:18]>N1C=CC=CC=1>[CH3:1][NH:2][C:3](=[S:6])[NH:4][NH:5][C:17]([C:8]1[CH:9]=[CH:10][C:11]2[C:16](=[CH:15][CH:14]=[CH:13][CH:12]=2)[CH:7]=1)=[O:18]. Reported procedure: To a stirred room temperature solution of 4-methyl-thiosemicarbazide (5.91 g, 5.62×10-2 mole) and pyridine (150 ml) was added 2-naphthoyl chloride (10.7 g, 5.61×10-2 mole). After stirring overnight, the pyridine was evaporated at reduced pressure. The concentrate was treated with water and the undissolved product was collected by filtration and dried by suction. Crystallization from acetone/ethanol afforded off-white needles, Mp 211° C. (decomp). The product is CC(C)Oc1ccnc2ccc(C=C3SC(NC4CC4c4ccccc4)=NC3=O)nc12. Reactants: CC(=O)O, CC(C)Oc1c(C#N)cnc2ccc(C=C3SC(NC4CC4c4ccccc4)=NC3=O)nc12, CC(C)Oc1ccnc2ccc(C=O)nc12, O. Reaction SMILES: [C:50]([OH:51])(=[O:52])[CH3:53].[CH:1]([CH3:2])([CH3:3])[O:4][c:5]1[c:6]([C:32]#[N:33])[cH:7][n:8][c:9]2[cH:10][cH:11][c:12]([CH:15]=[C:16]3[C:17](=[O:31])[N:18]=[C:19]([NH:21][CH:22]4[CH:23]([c:25]5[cH:26][cH:27][cH:28][cH:29][cH:30]5)[CH2:24]4)[S:20]3)[n:13][c:14]12.[CH:34]([O:35][c:36]1[cH:37][cH:38][n:39][c:40]2[c:41]1[n:42][c:43]([CH:44]=[O:45])[cH:46][cH:47]2)([CH3:48])[CH3:49].[OH2:54]>>[CH:1]([CH3:2])([CH3:3])[O:4][c:5]1[cH:6][cH:7][n:8][c:9]2[cH:10][cH:11][c:12]([CH:15]=[C:16]3[C:17](=[O:31])[N:18]=[C:19]([NH:21][CH:22]4[CH:23]([c:25]5[cH:26][cH:27][cH:28][cH:29][cH:30]5)[CH2:24]4)[S:20]3)[n:13][c:14]12. The reactants are CCOc1cc(C(C)(C)C)ncc1C1=NC(C)(c2ccc(Cl)cc2)C(C)(c2ccc(Cl)cc2)N1C(=O)N1CCC(CC(=O)O)CC1, NCc1ccccc1F. Yields the product CCOc1cc(C(C)(C)C)ncc1C1=NC(C)(c2ccc(Cl)cc2)C(C)(c2ccc(Cl)cc2)N1C(=O)N1CCC(CC(=O)NCc2ccccc2F)CC1. As a reaction SMILES: [C:1]([CH3:2])([CH3:3])([CH3:4])[c:5]1[cH:6][c:7]([O:44][CH2:45][CH3:46])[c:8]([C:11]2=[N:15][C:14]([CH3:16])([c:17]3[cH:18][cH:19][c:20]([Cl:23])[cH:21][cH:22]3)[C:13]([CH3:24])([c:25]3[cH:26][cH:27][c:28]([Cl:31])[cH:29][cH:30]3)[N:12]2[C:32](=[O:33])[N:34]2[CH2:35][CH2:36][CH:37]([CH2:40][C:41](=[O:42])[OH:43])[CH2:38][CH2:39]2)[cH:9][n:10]1.[F:47][c:48]1[c:49]([CH2:50][NH2:51])[cH:52][cH:53][cH:54][cH:55]1>>[C:1]([CH3:2])([CH3:3])([CH3:4])[c:5]1[cH:6][c:7]([O:44][CH2:45][CH3:46])[c:8]([C:11]2=[N:15][C:14]([CH3:16])([c:17]3[cH:18][cH:19][c:20]([Cl:23])[cH:21][cH:22]3)[C:13]([CH3:24])([c:25]3[cH:26][cH:27][c:28]([Cl:31])[cH:29][cH:30]3)[N:12]2[C:32](=[O:33])[N:34]2[CH2:35][CH2:36][CH:37]([CH2:40][C:41](=[O:42])[NH:51][CH2:50][c:49]3[c:48]([F:47])[cH:55][cH:54][cH:53][cH:52]3)[CH2:38][CH2:39]2)[cH:9][n:10]1. Reactants: NC=1NC(C2=C(N1)N(C(S2)=O)COC(COC(C2=CC=CC=C2)=O)COC(C2=CC=CC=C2)=O)=O (5-Amino-3-(1,3-dibenzoyloxy-2-propoxymethyl)thiazolo[4,5-d]pyrimidine-2,7(3H, 6H)-dione), C[O-].[Na+] (sodium methoxide). Solvent: CO (MeOH). Reaction conditions: time 18 hour. The product is NC=1NC(C2=C(N1)N(C(S2)=O)COC(CO)CO)=O (5-Amino-3-(1,3-dihydroxy-2-propoxymethyl)thiazolo[4,5-d]pyrimidine-2,7(3H, 6H)-dione). As a reaction SMILES: [NH2:1][C:2]1[NH:3][C:4](=[O:35])[C:5]2[S:10][C:9](=[O:11])[N:8]([CH2:12][O:13][CH:14]([CH2:25][O:26]C(=O)C3C=CC=CC=3)[CH2:15][O:16]C(=O)C3C=CC=CC=3)[C:6]=2[N:7]=1.C[O-].[Na+]>CO>[NH2:1][C:2]1[NH:3][C:4](=[O:35])[C:5]2[S:10][C:9](=[O:11])[N:8]([CH2:12][O:13][CH:14]([CH2:15][OH:16])[CH2:25][OH:26])[C:6]=2[N:7]=1 |f:1.2|. Procedure: A mixture of 5-Amino-3-(1,3-dibenzoyloxy-2-propoxymethyl)thiazolo[4,5-d]pyrimidine-2,7(3H, 6H)-dione (0.4 g, 0.798 mmol), sodium methoxide (0.2 g) and MeOH (100 mL) was stirred at ambient temperature for 18 h. Amberlite IR-120(H+) (1 g, washed with H2O, then MeOH) was added and the mixture was stirred until neutral. The resin was removed by filtration and the MeOH solution was evaporated. The residue was extracted with Et2O (2×50 mL) and then crystallized from H2O . The crystalline product was d... Reactants: O=C([O-])[O-], CS, CCOC(=O)c1ccc(F)c(Cl)c1N(CC)S(C)(=O)=O, [K+], [K+], CN(C)C=O, O. Product: CCOC(=O)c1ccc(SC)c(Cl)c1N(CC)S(C)(=O)=O. As a reaction SMILES: [C:23](=[O:24])([O-:25])[O-:26].[CH3:1][SH:2].[Cl:3][c:4]1[c:5]([N:16]([S:17](=[O:18])(=[O:19])[CH3:20])[CH2:21][CH3:22])[c:6]([C:7](=[O:8])[O:9][CH2:10][CH3:11])[cH:12][cH:13][c:14]1[F:15].[K+:27].[K+:28].[O:30]=[CH:31][N:32]([CH3:33])[CH3:34].[OH2:29]>>[CH3:1][S:2][c:14]1[c:4]([Cl:3])[c:5]([N:16]([S:17](=[O:18])(=[O:19])[CH3:20])[CH2:21][CH3:22])[c:6]([C:7](=[O:8])[O:9][CH2:10][CH3:11])[cH:12][cH:13]1. Reactants: Cl.Cl.NC1=C(C(=N)N)C(=CC=C1)F (2-amino-6-fluorobenzamidine dihydrochloride), C1COC2(CCNCC2)O1 (4-piperidone ethylene ketal), CCOCC (ether). The solvent is C(C)O (ethanol), Cl (HCl). Yields the product Cl.Cl.FC1=C2C(=NC3(NC2=CC=C1)CCNCC3)N (5'-Fluorospiro[piperidine-4,2'(1'H)-quinazoline]-4'-amine dihydrochloride). The yield is 169.3%. RXN SMILES: [ClH:1].Cl.[NH2:3][C:4]1[CH:12]=[CH:11][CH:10]=[C:9]([F:13])[C:5]=1[C:6]([NH2:8])=[NH:7].C1O[C:17]2([CH2:22][CH2:21][NH:20][CH2:19][CH2:18]2)OC1.CCOCC>C(O)C.Cl>[ClH:1].[ClH:1].[F:13][C:9]1[CH:10]=[CH:11][CH:12]=[C:4]2[C:5]=1[C:6]([NH2:8])=[N:7][C:17]1([CH2:22][CH2:21][NH:20][CH2:19][CH2:18]1)[NH:3]2 |f:0.1.2,7.8.9|. Reported procedure: To a solution of 2-amino-6-fluorobenzamidine dihydrochloride (Example C, 226 mg, 1 mmol) and 4-piperidone ethylene ketal (143 mg, 1 mmol) in dry ethanol (10 ml) was added IN HCl in ether (1 ml, 1 mmol) and the resulting mixture was heated at reflux for 36 h. The solid which separated on cooling was collected by filtration and recrystallised from ethanol to give the title compound (260 mg) as yellow crystals, m.p. 305°-307° C. (dec.). The solvent is C1CCOC1 (THF). Run at temperature 25 celsius, time 8 hour. Procedure: To a 0° C. solution of 5-chlorothiophene-2-sulfonyl isoleucinal (770 mg, 2.6 mmol, see Example 118, parts 1&2) in THF (5 mL) was added TMS-CF3 (5 mL, 0.5M in THF). The resulting mixture was treated with TBAF (250 μL, 1M in THF). The cold bath was removed and the reaction was stirred at 25° C. overnight. The reaction was quenched with HCl (25 mL, 2M) and the resulting solution was extracted with ethyl acetate (3×15 mL). The combined organic extracts were washed with water (25 mL) and brine (25 mL... RXN SMILES: [Cl:1][C:2]1[S:6][C:5]([S:7]([NH:10][C@H:11]([CH:16]=[O:17])[C@@H:12]([CH3:15])[CH2:13][CH3:14])(=[O:9])=[O:8])=[CH:4][CH:3]=1.[Si]([C:22]([F:25])([F:24])[F:23])(C)(C)C.CCCC[N+](CCCC)(CCCC)CCCC.[F-]>C1COCC1>[Cl:1][C:2]1[S:6][C:5]([S:7]([NH:10][C@H:11]([CH:16]([OH:17])[C:22]([F:25])([F:24])[F:23])[C@@H:12]([CH3:15])[CH2:13][CH3:14])(=[O:9])=[O:8])=[CH:4][CH:3]=1 |f:2.3|. Starting materials: ClC1=CC=C(S1)S(=O)(=O)N[C@@H]([C@H](CC)C)C=O (5-Chloro-N-[(S,S)-1-formyl-2-methylbutyl]thiophene-2 Sulfonamide), [Si](C)(C)(C)C(F)(F)F (TMS-CF3), CCCC[N+](CCCC)(CCCC)CCCC.[F-] (TBAF). Product: ClC1=CC=C(S1)S(=O)(=O)N[C@@H]([C@H](CC)C)C(C(F)(F)F)O (5-Chloro-N-[(S,S)-2-methyl-1-(2,2,2-trifluoro-1-hydroxyethyl)butyl]thiophene-2-sulfonamide). Starting materials: CC(=O)[O-], CC(=O)[O-], CCOC(=O)C(OCC)c1c(F)cc(O)cc1F, COc1ccc(B(O)O)cc1, ClCCl, [Cu+2], c1ccncc1. Product: CCOC(=O)C(OCC)c1c(F)cc(Oc2ccc(OC)cc2)cc1F. As a reaction SMILES: [C:39]([O-:40])(=[O:41])[CH3:42].[C:44]([O-:45])(=[O:46])[CH3:47].[CH2:1]([CH3:2])[O:3][C:4]([CH:5]([O:6][CH2:7][CH3:8])[c:9]1[c:10]([F:17])[cH:11][c:12]([OH:16])[cH:13][c:14]1[F:15])=[O:18].[CH3:19][O:20][c:21]1[cH:22][cH:23][c:24]([B:27]([OH:28])[OH:29])[cH:25][cH:26]1.[Cl:36][CH2:37][Cl:38].[Cu+2:43].[cH:30]1[cH:31][cH:32][n:33][cH:34][cH:35]1>>[CH2:1]([CH3:2])[O:3][C:4]([CH:5]([O:6][CH2:7][CH3:8])[c:9]1[c:10]([F:17])[cH:11][c:12]([O:16][c:24]2[cH:23][cH:22][c:21]([O:20][CH3:19])[cH:26][cH:25]2)[cH:13][c:14]1[F:15])=[O:18]. Starting materials: C([O-])(O)=O.[Na+] (sodium bicarbonate), CC=1C=2N(C(=CN1)C)N=C(C2)C(=O)OC (methyl 4,7-dimethylpyrazolo[1,5-a]pyrazine-2-carboxylate), [Cl-].[NH4+] (ammonium chloride), [H-].C(C(C)C)[Al+]CC(C)C (Diisobutylaluminium hydride). The solvent is C(Cl)Cl (DCM). Run at temperature 0 celsius, time 1 hour. The product is CC=1C=2N(C(=CN1)C)N=C(C2)CO ((4,7-Dimethylpyrazolo[1,5-a]pyrazin-2-yl)methanol). Isolated yield 77.1%. Reaction SMILES: [CH3:1][C:2]1[C:3]2[N:4]([N:9]=[C:10]([C:12](OC)=[O:13])[CH:11]=2)[C:5]([CH3:8])=[CH:6][N:7]=1.[H-].C([Al+]CC(C)C)C(C)C.[Cl-].[NH4+].C(=O)(O)[O-].[Na+]>C(Cl)Cl>[CH3:1][C:2]1[C:3]2[N:4]([N:9]=[C:10]([CH2:12][OH:13])[CH:11]=2)[C:5]([CH3:8])=[CH:6][N:7]=1 |f:1.2,3.4,5.6|. Procedure details: A solution of methyl 4,7-dimethylpyrazolo[1,5-a]pyrazine-2-carboxylate (62 mg, 0.30 mmol) in DCM (5 mL) was cooled to 0° C. Diisobutylaluminium hydride (DIBAL-H) (1 M in cyclohexane, 1 mL, 0.33 mmol) was added to the above solution dropwise over 5 min. After addition, the mixture was stirred at 0° C. for 1 h. Saturated aqueous ammonium chloride solution (2 mL) was added to quench the reaction. Then 5 mL of saturated sodium bicarbonate aqueous solution was added. The mixture was extracted with DC...